Dataset: the Open Reaction Database (ORD), a public repository of structured organic reaction records. Task: describe an organic reaction: reactants, conditions, products, and yield Reactants: COc1c(C#N)ccc([N+](=O)[O-])c1Cl, Cc1nc2c(N)ccc(C#N)c2o1. The product is COc1c(C#N)ccc(N)c1Cl. Reaction SMILES: [Cl:1][c:2]1[c:3]([O:13][CH3:14])[c:4]([C:5]#[N:6])[cH:7][cH:8][c:9]1[N+:10]([O-:11])=[O:12].[NH2:15][c:16]1[c:17]2[n:18][c:19]([CH3:20])[o:21][c:22]2[c:23]([C:24]#[N:25])[cH:26][cH:27]1>>[Cl:1][c:2]1[c:3]([O:13][CH3:14])[c:4]([C:5]#[N:6])[cH:7][cH:8][c:9]1[NH2:10]. The reactants are CCO, CCOC(C)=O, CCN(C(C)C)C(C)C, COc1cc(Nc2nc3n(n2)CCC(=O)CC3c2ccc(F)cc2)ccc1-n1cnc(Cl)c1, Cl, O=C(O)C(F)(F)F, CON. The product is CON=C1CCn2nc(Nc3ccc(-n4cnc(Cl)c4)c(OC)c3)nc2C(c2ccc(F)cc2)C1, O=C(O)C(F)(F)F. As a reaction SMILES: [CH3:54][CH2:55][OH:56].[CH3:57][CH2:58][O:59][C:60]([CH3:61])=[O:62].[CH:45]([N:46]([CH2:47][CH3:48])[CH:49]([CH3:50])[CH3:51])([CH3:52])[CH3:53].[Cl:8][c:9]1[n:10][cH:11][n:12](-[c:14]2[c:15]([O:39][CH3:40])[cH:16][c:17]([NH:20][c:21]3[n:22][n:23]4[c:24]([n:38]3)[CH:25]([c:31]3[cH:32][cH:33][c:34]([F:37])[cH:35][cH:36]3)[CH2:26][C:27](=[O:30])[CH2:28][CH2:29]4)[cH:18][cH:19]2)[cH:13]1.[ClH:41].[F:1][C:2]([C:3](=[O:4])[OH:5])([F:6])[F:7].[O:42]([CH3:43])[NH2:44]>>[Cl:8][c:9]1[n:10][cH:11][n:12](-[c:14]2[c:15]([O:39][CH3:40])[cH:16][c:17]([NH:20][c:21]3[n:22][n:23]4[c:24]([n:38]3)[CH:25]([c:31]3[cH:32][cH:33][c:34]([F:37])[cH:35][cH:36]3)[CH2:26][C:27](=[N:44][O:42][CH3:43])[CH2:28][CH2:29]4)[cH:18][cH:19]2)[cH:13]1.[F:1][C:2]([C:3](=[O:4])[OH:5])([F:6])[F:7].